From a dataset of the Open Reaction Database (ORD), a public repository of structured organic reaction records. describe an organic reaction: reactants, conditions, products, and yield Reported procedure: 3-(Pyrimidin-5-yloxy)-4,5-dihydroisoxazole III-54 was prepared in 3 steps from compound III-9 starting with the synthesis of 3-(pyridin-3-yloxy)-4,5-dihydroisoxazole III-53 from compound III-9 and 5-hydroxypyrimidine using Method 5. Compound III-53 is then deprotected using analogous conditions to Example 11 and then converted to desired product III-54 using the analogous procedure as Example 13 except that hydrocinnamaldehyde was used in the place of benzoyl chloride. [M+H]+=367.6 m/z. Activity... As a reaction SMILES: [N:1]1[CH:6]=C[CH:4]=[C:3]([O:7][C:8]2[CH2:12][CH2:11][O:10][N:9]=2)[CH:2]=1.OC1C=[N:16]C=NC=1.C(=O)CCC1C=CC=CC=1>>[N:1]1[CH:2]=[C:3]([O:7][C:8]2[CH2:12][CH2:11][O:10][N:9]=2)[CH:4]=[N:16][CH:6]=1. The product is N1=CN=CC(=C1)OC1=NOCC1 (3-(Pyrimidin-5-yloxy)-4,5-dihydroisoxazole), desired product. Reactants: C(CCC1=CC=CC=C1)=O (hydrocinnamaldehyde), N1=CC(=CC=C1)OC1=NOCC1 (3-(pyridin-3-yloxy)-4,5-dihydroisoxazole), OC=1C=NC=NC1 (5-hydroxypyrimidine). Reactants: C(C)(C)(C)OC(=O)NCC#CC=1C=C2C(C(=CN3C2=C(C1)CCC3)C(=O)OCC)=O (Ethyl 9-(3-tert-butoxycarbonylamino-prop-1-ynyl)-1-oxo-6,7-dihydro-1H,5H-pyrido[3,2,1-ij]quinoline-2-carboxylate). Run in ClCCl (dichloromethane). Reported procedure: Ethyl 9-(3-tert-butoxycarbonylamino-prop-1-ynyl)-1-oxo-6,7-dihydro-1H,5H-pyrido[3,2,1-ij]quinoline-2-carboxylate (318 mg, 0.77 mmol) was dissolved in dichloromethane (50 mL), treated with 10% palladiun on carbon (200 mg) and hydrogenated at room temperature and atmospheric pressure overnight. The reaction mixture was filtered and concentrated to provide a brown oil which was purified by chromatography on silica gel eluting with 0-1% (9:1 MeOH/20 M NH3) in dichloromethane to yield the title compo... RXN SMILES: [C:1]([O:5][C:6]([NH:8][CH2:9][C:10]#[C:11][C:12]1[CH:13]=[C:14]2[C:19]3=[C:20]([CH2:22][CH2:23][CH2:24][N:18]3[CH:17]=[C:16]([C:25]([O:27][CH2:28][CH3:29])=[O:26])[C:15]2=[O:30])[CH:21]=1)=[O:7])([CH3:4])([CH3:3])[CH3:2]>ClCCl>[C:1]([O:5][C:6]([NH:8][CH2:9][CH2:10][CH2:11][C:12]1[CH:13]=[C:14]2[C:19]3=[C:20]([CH2:22][CH2:23][CH2:24][N:18]3[CH:17]=[C:16]([C:25]([O:27][CH2:28][CH3:29])=[O:26])[C:15]2=[O:30])[CH:21]=1)=[O:7])([CH3:4])([CH3:3])[CH3:2]. The product is C(C)(C)(C)OC(=O)NCCCC=1C=C2C(C(=CN3C2=C(C1)CCC3)C(=O)OCC)=O (Ethyl 9-(3-tert-butoxycarbonylamino-propyl)-1-oxo-6,7-dihydro-1H,5H-pyrido[3,2,1-ij]quinoline-2-carboxylate).